describe an organic reaction: reactants, conditions, products, and yield From a dataset of the Open Reaction Database (ORD), a public repository of structured organic reaction records. Reactants: C=C(OCC1(c2ccc(F)cc2)CCN(C(=O)OC(C)(C)C)CC1)c1cc(Cl)cc2c1n(COCC[Si](C)(C)C)c(=O)n2COCC[Si](C)(C)C, ClCCCl. Product: CC(OCC1(c2ccc(F)cc2)CCN(C(=O)OC(C)(C)C)CC1)c1cc(Cl)cc2c1n(COCC[Si](C)(C)C)c(=O)n2COCC[Si](C)(C)C. As a reaction SMILES: [Cl:1][c:2]1[cH:3][c:4]([C:28](=[CH2:29])[O:30][CH2:31][C:32]2([c:45]3[cH:46][cH:47][c:48]([F:51])[cH:49][cH:50]3)[CH2:33][CH2:34][N:35]([C:38](=[O:39])[O:40][C:41]([CH3:42])([CH3:43])[CH3:44])[CH2:36][CH2:37]2)[c:5]2[c:6]([n:7]([CH2:19][O:20][CH2:21][CH2:22][Si:23]([CH3:24])([CH3:25])[CH3:26])[c:8](=[O:18])[n:9]2[CH2:10][O:11][CH2:12][CH2:13][Si:14]([CH3:15])([CH3:16])[CH3:17])[cH:27]1.[Cl:52][CH2:53][CH2:54][Cl:55]>>[Cl:1][c:2]1[cH:3][c:4]([CH:28]([CH3:29])[O:30][CH2:31][C:32]2([c:45]3[cH:46][cH:47][c:48]([F:51])[cH:49][cH:50]3)[CH2:33][CH2:34][N:35]([C:38](=[O:39])[O:40][C:41]([CH3:42])([CH3:43])[CH3:44])[CH2:36][CH2:37]2)[c:5]2[c:6]([n:7]([CH2:19][O:20][CH2:21][CH2:22][Si:23]([CH3:24])([CH3:25])[CH3:26])[c:8](=[O:18])[n:9]2[CH2:10][O:11][CH2:12][CH2:13][Si:14]([CH3:15])([CH3:16])[CH3:17])[cH:27]1.